Task: describe an organic reaction: reactants, conditions, products, and yield. Dataset: the Open Reaction Database (ORD), a public repository of structured organic reaction records Reactants: CCOc1cc(N2CCC(O)CC2)ccc1[N+](=O)[O-], ClCCl, [Na+], O=C([O-])O, O. Yields the product CCOc1cc(N2CCC(=O)CC2)ccc1[N+](=O)[O-]. Reaction SMILES: [CH2:1]([CH3:2])[O:3][c:4]1[cH:5][c:6]([N:13]2[CH2:14][CH2:15][CH:16]([OH:19])[CH2:17][CH2:18]2)[cH:7][cH:8][c:9]1[N+:10](=[O:11])[O-:12].[Cl:26][CH2:27][Cl:28].[Na+:24].[O-:20][C:21]([OH:22])=[O:23].[OH2:25]>>[CH2:1]([CH3:2])[O:3][c:4]1[cH:5][c:6]([N:13]2[CH2:14][CH2:15][C:16](=[O:19])[CH2:17][CH2:18]2)[cH:7][cH:8][c:9]1[N+:10](=[O:11])[O-:12]. Starting materials: CN(C)C=O (DMF), C(CCC)C1=NC2=C(C(N(C=C2)CC2=C(C=CC=C2)C(=O)OCC)=O)N1CC1=CC=C(C=C1)C1=C(C=CC=C1)C#N (2-butyl-3-(2'-cyano-biphenyl-4-ylmethyl)-4,5-dihydro-4-oxo-5-(o-ethoxycarbonyl-benzyl)-3H-imidazo[4,5-c]pyridine), [Cl-].C(C)[NH+](CC)CC (triethylammonium chloride), [N-]=[N+]=[N-].[Na+] (sodium azide). The solvent is O (water), C(C)(=O)OCC (ethyl acetate). The product is C(CCC)C1=NC2=C(C(N(C=C2)CC2=C(C=CC=C2)C(=O)OCC)=O)N1CC1=CC=C(C=C1)C1=C(C=CC=C1)C1=NN=NN1 (2-butyl-4,5-dihydro-4-oxo-3-[2'-(tetrazol-5-yl)-biphenyl-4-ylmethyl]-5-(o-ethoxycarbonyl-benzyl)-3H-imidazo[4,5-c]-pyridine). As a reaction SMILES: CN(C=O)C.[CH2:6]([C:10]1[N:31]([CH2:32][C:33]2[CH:38]=[CH:37][C:36]([C:39]3[CH:44]=[CH:43][CH:42]=[CH:41][C:40]=3[C:45]#[N:46])=[CH:35][CH:34]=2)[C:13]2[C:14](=[O:30])[N:15]([CH2:18][C:19]3[CH:24]=[CH:23][CH:22]=[CH:21][C:20]=3[C:25]([O:27][CH2:28][CH3:29])=[O:26])[CH:16]=[CH:17][C:12]=2[N:11]=1)[CH2:7][CH2:8][CH3:9].[Cl-].C([NH+](CC)CC)C.[N-:55]=[N+:56]=[N-:57].[Na+]>O.C(OCC)(=O)C>[CH2:6]([C:10]1[N:31]([CH2:32][C:33]2[CH:38]=[CH:37][C:36]([C:39]3[CH:44]=[CH:43][CH:42]=[CH:41][C:40]=3[C:45]3[NH:57][N:56]=[N:55][N:46]=3)=[CH:35][CH:34]=2)[C:13]2[C:14](=[O:30])[N:15]([CH2:18][C:19]3[CH:24]=[CH:23][CH:22]=[CH:21][C:20]=3[C:25]([O:27][CH2:28][CH3:29])=[O:26])[CH:16]=[CH:17][C:12]=2[N:11]=1)[CH2:7][CH2:8][CH3:9] |f:2.3,4.5|. Procedure details: A mixture of 1450 ml of DMF, 219.7 g of 2-butyl-3-(2'-cyano-biphenyl-4-ylmethyl)-4,5-dihydro-4-oxo-5-(o-ethoxycarbonyl-benzyl)-3H-imidazo[4,5-c]pyridine, 166.5 g of triethylammonium chloride and 78.6 g of sodium azide is heated to 120° for 22 hours. After cooling, the mixture is worked up conventionally with ethyl acetate and water, the crude product is purified several times by suspending it in ethanol and filtering, and 2-butyl-4,5-dihydro-4-oxo-3-[2'-(tetrazol-5-yl)-biphenyl-4-ylmethyl]-5-(o-... The reactants are Mg, CH2CH2(1-fluorenyl)2, BrCC1=CC=CC=2C3=CC=CC=C3CC12 (1-bromomethylfluorene), O (water). Solvent: C1CCOC1 (THF), C1CCOC1 (THF). The product is C1(=CC=CC=2C3=CC=CC=C3CC12)CCC1=CC=CC=2C3=CC=CC=C3CC12 (1,2-bis(1-fluorenyl)ethane). RXN SMILES: Br[CH2:2][C:3]1[C:15]2[CH2:14][C:13]3[C:8](=[CH:9][CH:10]=[CH:11][CH:12]=3)[C:7]=2[CH:6]=[CH:5][CH:4]=1.O>C1COCC1>[C:3]1([CH2:2][CH2:2][C:3]2[C:15]3[CH2:14][C:13]4[C:8](=[CH:9][CH:10]=[CH:11][CH:12]=4)[C:7]=3[CH:6]=[CH:5][CH:4]=2)[C:15]2[CH2:14][C:13]3[C:8](=[CH:9][CH:10]=[CH:11][CH:12]=3)[C:7]=2[CH:6]=[CH:5][CH:4]=1. Procedure details: 5.1 g, 19.6 mmol 1-bromomethylfluorene dissolved in 50 ml THF was added dropwise to 0.24 g, 9.9 mmol Mg in 10 ml THF. After addition the Grignard was refluxed for 2 hrs, cooled and water/aqueaous HCl added. After work-up this afforded 1.5 g of CH2CH2(1-fluorenyl)2 as a beige powder. 1H NMR (CDCl3): δ 3.81 ppm (CH2), 3.14 ppm (CH2). Reactants: CS(=O)C1=NN2C(C=N1)=CC=C2C=2C=NC(=CC2)OC (2-methanesulfinyl-7-(6-methoxy-pyridin-3-yl)-pyrrolo[2,1-f][1,2,4]triazine), O=S1(CCN(CC1)CC1=CC=C(C=C1)N)=O (4-(1,1-dioxo-1$1(6)-thiomorpholin-4-ylmethyl)-phenylamine). The product is O=S1(CCN(CC1)CC1=CC=C(C=C1)NC1=NN2C(C=N1)=CC=C2C=2C=NC(=CC2)OC)=O ([4-(1,1-Dioxo-1$1(6)-thiomorpholin-4-ylmethyl)-phenyl]-[7-(6-methoxy-pyridin-3-yl)-pyrrolo[2,1-f][1,2,4]triazin-2-yl]-amine), foam. The yield is 6.0%. As a reaction SMILES: CS([C:4]1[N:9]=[CH:8][C:7]2=[CH:10][CH:11]=[C:12]([C:13]3[CH:14]=[N:15][C:16]([O:19][CH3:20])=[CH:17][CH:18]=3)[N:6]2[N:5]=1)=O.[O:21]=[S:22]1(=[O:36])[CH2:27][CH2:26][N:25]([CH2:28][C:29]2[CH:34]=[CH:33][C:32]([NH2:35])=[CH:31][CH:30]=2)[CH2:24][CH2:23]1>>[O:36]=[S:22]1(=[O:21])[CH2:23][CH2:24][N:25]([CH2:28][C:29]2[CH:34]=[CH:33][C:32]([NH:35][C:4]3[N:9]=[CH:8][C:7]4=[CH:10][CH:11]=[C:12]([C:13]5[CH:14]=[N:15][C:16]([O:19][CH3:20])=[CH:17][CH:18]=5)[N:6]4[N:5]=3)=[CH:31][CH:30]=2)[CH2:26][CH2:27]1. Procedure details: [4-(1,1-Dioxo-1$1(6)-thiomorpholin-4-ylmethyl)-phenyl]-[7-(6-methoxy-pyridin-3-yl)-pyrrolo[2,1-f][1,2,4]triazin-2-yl]-amine was prepared from 2-methanesulfinyl-7-(6-methoxy-pyridin-3-yl)-pyrrolo[2,1-f][1,2,4]triazine and 4-(1,1-dioxo-1$1(6)-thiomorpholin-4-ylmethyl)-phenylamine in an analogous manner to Example 1049. Product isolated as a yellow foam (10 mg, 6%). LCMS (m/e) 465 (M+H); 1H-NMR (CDCl3, 400 MHz) δ 8.77 (d, 1H, J=2.1 Hz), 8.72 (s, 1H), 8.40 (dd, 1H, J=8.7 and 2.4 Hz), 7.58 (d, 2H, J=... Starting materials: CC(C)(C)[Si](C)(C)Cl, CN(C)C=O, O, CCCCCCCCCCCC(O)CC(=O)OC, c1c[nH]cn1. The product is CCCCCCCCCCCC(CC(=O)OC)O[Si](C)(C)C(C)(C)C. As a reaction SMILES: [C:19]([CH3:20])([CH3:21])([CH3:22])[Si:23]([Cl:24])([CH3:25])[CH3:26].[O:33]=[CH:34][N:35]([CH3:36])[CH3:37].[OH2:32].[OH:1][CH:2]([CH2:3][C:4](=[O:5])[O:6][CH3:7])[CH2:8][CH2:9][CH2:10][CH2:11][CH2:12][CH2:13][CH2:14][CH2:15][CH2:16][CH2:17][CH3:18].[nH:27]1[cH:28][cH:29][n:30][cH:31]1>>[O:1]([CH:2]([CH2:3][C:4](=[O:5])[O:6][CH3:7])[CH2:8][CH2:9][CH2:10][CH2:11][CH2:12][CH2:13][CH2:14][CH2:15][CH2:16][CH2:17][CH3:18])[Si:23]([C:19]([CH3:20])([CH3:21])[CH3:22])([CH3:25])[CH3:26]. Reactants: FC=1C=C2C(C(=CNC2=C(C1F)F)C(=O)OCC)=O (6,7,8-trifluoro-1,4-dihydro-oxo-3-quinolinecarboxylic acid, ethyl ester), C([O-])([O-])=O.[K+].[K+] (potassium carbonate), C(C)I (ethyl iodide). The solvent is CN(C=O)C (dimethylformamide). Yields the product C(C)N1C=C(C(C2=CC(=C(C(=C12)F)F)F)=O)C(=O)OCC (1-ethyl-1,4-dihydro-6,7,8-trifluoro-4-oxo-3-quinolinecarboxylic acid, ethyl ester). As a reaction SMILES: [F:1][C:2]1[CH:3]=[C:4]2[C:9](=[C:10]([F:13])[C:11]=1[F:12])[NH:8][CH:7]=[C:6]([C:14]([O:16][CH2:17][CH3:18])=[O:15])[C:5]2=[O:19].C(=O)([O-])[O-].[K+].[K+].[CH2:26](I)[CH3:27]>CN(C)C=O>[CH2:26]([N:8]1[C:9]2[C:4](=[CH:3][C:2]([F:1])=[C:11]([F:12])[C:10]=2[F:13])[C:5](=[O:19])[C:6]([C:14]([O:16][CH2:17][CH3:18])=[O:15])=[CH:7]1)[CH3:27] |f:1.2.3|. Procedure details: A 49.1 g portion of 6,7,8-trifluoro-1,4-dihydro-oxo-3-quinolinecarboxylic acid, ethyl ester was reacted with 85 g of potassium carbonate, 266 g of ethyl iodide and 600 ml of dimethylformamide, giving 1-ethyl-1,4-dihydro-6,7,8-trifluoro-4-oxo-3-quinolinecarboxylic acid, ethyl ester. Reactants: NC1=CC=C(C(=O)OCC)C=C1 (ethyl p-aminobenzoate), C(C)O (ethanol), CS(=O)(=O)OCCC=1SC=CC1 (2-(2-thienyl)ethanol O-methanesulfonate), CN(P(=O)(N(C)C)N(C)C)C (hexamethylphosphoramide). Solvent: O (water). Product: S1C(=CC=C1)CCNC1=CC=C(C(=O)OCC)C=C1 (ethyl 4-[2-(2-thienyl)ethylamino]benzoate). As a reaction SMILES: [NH2:1][C:2]1[CH:12]=[CH:11][C:5]([C:6]([O:8][CH2:9][CH3:10])=[O:7])=[CH:4][CH:3]=1.CS(O[CH2:18][CH2:19][C:20]1[S:21][CH:22]=[CH:23][CH:24]=1)(=O)=O.CN(C)P(N(C)C)(N(C)C)=O.C(O)C>O>[S:21]1[CH:22]=[CH:23][CH:24]=[C:20]1[CH2:19][CH2:18][NH:1][C:2]1[CH:3]=[CH:4][C:5]([C:6]([O:8][CH2:9][CH3:10])=[O:7])=[CH:11][CH:12]=1. Reported procedure: A mixture of 33.0 g. of ethyl p-aminobenzoate, 21.8 g. of 2-(2-thienyl)ethanol O-methanesulfonate (prepared as described in Example 49) and 100 ml. of hexamethylphosphoramide is heated in an oil bath at 125° C. for 16 hours. The mixture is chilled, diluted with 15 ml. of ethanol and 150 ml. of water. The mixture is extracted with ether and the ether extracts washed with water, dried over magnesium sulfate and concentrated in vacuo to give a crude oil. A sample of this oil is chromatographed over... Starting materials: C(C1=CC=CC=C1)OC=1C(=CC(=C(C1)N1C(N2N(CCC(C2)O)C1=O)=O)F)Cl (2-(5-benzyloxy-4-chloro-2-fluorophenyl)-5,6,7,8-tetrahydro-6-hydroxy-1H-[1,2,4]triazolo[1,2-α]pyridazine-1,3(2H)-dione), C(Cl)(Cl)(Cl)Cl (CCl4), C1(=CC=CC=C1)P(C1=CC=CC=C1)C1=CC=CC=C1 (triphenylphosphine). The solvent is ClCCl (dichloromethane). Product: C(C1=CC=CC=C1)OC=1C(=CC(=C(C1)N1C(N2N(CCC(C2)Cl)C1=O)=O)F)Cl (2-(5-benzyloxy-4-chloro-2-fluorophenyl)-6-chloro-5,6,7,8-tetrahydro-1H-[1,2,4]triazolo[1,2-α]pyridazine-1,3(2H)-dione). Yield: 90.1%. As a reaction SMILES: [CH2:1]([O:8][C:9]1[C:10]([Cl:28])=[CH:11][C:12]([F:27])=[C:13]([N:15]2[C:24](=[O:25])[N:18]3[CH2:19][CH2:20][CH:21](O)[CH2:22][N:17]3[C:16]2=[O:26])[CH:14]=1)[C:2]1[CH:7]=[CH:6][CH:5]=[CH:4][CH:3]=1.C(Cl)(Cl)(Cl)[Cl:30].C1(P(C2C=CC=CC=2)C2C=CC=CC=2)C=CC=CC=1>ClCCl>[CH2:1]([O:8][C:9]1[C:10]([Cl:28])=[CH:11][C:12]([F:27])=[C:13]([N:15]2[C:24](=[O:25])[N:18]3[CH2:19][CH2:20][CH:21]([Cl:30])[CH2:22][N:17]3[C:16]2=[O:26])[CH:14]=1)[C:2]1[CH:7]=[CH:6][CH:5]=[CH:4][CH:3]=1. Procedure: A mixture of 212 mg (0.523 mmol) of 2-(5-benzyloxy-4-chloro-2-fluorophenyl)-5,6,7,8-tetrahydro-6-hydroxy-1H-[1,2,4]triazolo[1,2-α]pyridazine-1,3(2H)-dione (0.523 mmol), 76 μL of CCl4 (0.784 mmol), and 206 mg of triphenylphosphine (0.784 mmol) in 8 mL of dichloromethane was warmed under reflux for 2h. The mixture was then concentrated under reduced pressure. The crude product was purified by flash chromatography over silica gel, eluting with a 1: 1 v:v mixture of ethyl acetate and n-hexane to giv... Starting materials: CCNCC, CCO, CN1CC(CCCl)Oc2ncccc2C1=S. The product is CCN(CC)CCC1CN(C)C(=S)c2cccnc2O1. RXN SMILES: [CH2:17]([CH3:18])[NH:19][CH2:20][CH3:21].[CH3:22][CH2:23][OH:24].[Cl:1][CH2:2][CH2:3][CH:4]1[O:5][c:6]2[c:7]([cH:13][cH:14][cH:15][n:16]2)[C:8](=[S:12])[N:9]([CH3:11])[CH2:10]1>>[CH2:2]([CH2:3][CH:4]1[O:5][c:6]2[c:7]([cH:13][cH:14][cH:15][n:16]2)[C:8](=[S:12])[N:9]([CH3:11])[CH2:10]1)[N:19]([CH2:17][CH3:18])[CH2:20][CH3:21]. The reactants are CC(C)Cc1ccc(C(C)C(=O)O)cc1, CO, O=S(=O)(O)O. Product: COC(=O)C(C)c1ccc(CC(C)C)cc1. Reaction SMILES: [CH2:1]([CH:2]([CH3:3])[CH3:4])[c:5]1[cH:6][cH:7][c:8]([CH:11]([C:12](=[O:13])[OH:14])[CH3:15])[cH:9][cH:10]1.[CH3:21][OH:22].[S:16](=[O:17])(=[O:18])([OH:19])[OH:20]>>[CH2:1]([CH:2]([CH3:3])[CH3:4])[c:5]1[cH:6][cH:7][c:8]([CH:11]([C:12](=[O:13])[O:14][CH3:21])[CH3:15])[cH:9][cH:10]1.